The task is: describe an organic reaction: reactants, conditions, products, and yield. This data is from the Open Reaction Database (ORD), a public repository of structured organic reaction records. The reactants are NC1=NC=C(C=C1C1=CC2=C(S1)C=CC(=C2)NC(=O)NC2=CC(=C(C=C2)Cl)C(F)(F)F)C=2N=NN(N2)CCO[Si](C)(C)C(C)(C)C (1-(2-(2-amino-5-(2-(2-((tert-butyldimethylsilyl)oxy)ethyl)-2H-tetrazol-5-yl)pyridin-3-yl)benzo[b]thiophen-5-yl)-3-(4-chloro-3-(trifluoromethyl)phenyl)urea), [F-].C(CCC)[N+](CCCC)(CCCC)CCCC (tetrabutylammonium fluoride). The solvent is O1CCCC1 (tetrahydrofuran). Conditions: time 2 hour. Product: NC1=NC=C(C=C1C=1SC2=C(C1)C=C(C=C2)NC(=O)NC2=CC(=C(C=C2)Cl)C(F)(F)F)C=2N=NN(N2)CCO (1-(2-{2-amino-5-[2-(2-hydroxyethyl)-2H-tetrazol-5-yl]pyridin-3-yl}-1-benzothien-5-yl)-3-[4-chloro-3-(trifluoromethyl)phenyl]urea). As a reaction SMILES: [NH2:1][C:2]1[C:7]([C:8]2[S:12][C:11]3[CH:13]=[CH:14][C:15]([NH:17][C:18]([NH:20][C:21]4[CH:26]=[CH:25][C:24]([Cl:27])=[C:23]([C:28]([F:31])([F:30])[F:29])[CH:22]=4)=[O:19])=[CH:16][C:10]=3[CH:9]=2)=[CH:6][C:5]([C:32]2[N:33]=[N:34][N:35]([CH2:37][CH2:38][O:39][Si](C(C)(C)C)(C)C)[N:36]=2)=[CH:4][N:3]=1.[F-].C([N+](CCCC)(CCCC)CCCC)CCC>O1CCCC1>[NH2:1][C:2]1[C:7]([C:8]2[S:12][C:11]3[CH:13]=[CH:14][C:15]([NH:17][C:18]([NH:20][C:21]4[CH:26]=[CH:25][C:24]([Cl:27])=[C:23]([C:28]([F:31])([F:30])[F:29])[CH:22]=4)=[O:19])=[CH:16][C:10]=3[CH:9]=2)=[CH:6][C:5]([C:32]2[N:33]=[N:34][N:35]([CH2:37][CH2:38][OH:39])[N:36]=2)=[CH:4][N:3]=1 |f:1.2|. Procedure details: To the solution of 1-(2-(2-amino-5-(2-(2-((tert-butyldimethylsilyl)oxy)ethyl)-2H-tetrazol-5-yl)pyridin-3-yl)benzo[b]thiophen-5-yl)-3-(4-chloro-3-(trifluoromethyl)phenyl)urea (60 mg, 0.087 mmol, 1 eq) in anhydrous tetrahydrofuran (2 mL) under nitrogen atmosphere at 0° C. was added dropwise a solution of tetrabutylammonium fluoride (1.0 M in THF, 0.26 mL, 3 eq). After the reaction was stirred at room temperature for 2 hours, it was partitioned between ethyl acetate and aqueous ammonium chloride. T... The reactants are FC1=CC=C(C=C1)C(=CCCN1CCC(CC1)(O)C#C)C1=CC=C(C=C1)F (1-[4,4-bis(4-fluorophenyl)-3-butenyl]-4-ethynyl-4-hydroxypiperidine), C1(=CC=CC2=CC=CC=C12)N=C=O (1-naphthyl isocyanate), C(C)(=O)[O-].[K+] (potassium acetate), C-picoline. Reaction conditions: time 5 hour. Yields the product FC1=CC=C(C=C1)C(=CCCN1CCC2(C(N(C(O2)=O)C2=CC=CC3=CC=CC=C23)=C)CC1)C1=CC=C(C=C1)F (8-[4,4-bis(4-fluorophenyl)-3-butenyl]-4-methylene-3-(1-naphthyl)-2-oxo-1-oxa-3,8-diazaspiro[4,5]decane). Isolated yield 76.5%. Reaction SMILES: [F:1][C:2]1[CH:7]=[CH:6][C:5]([C:8]([C:21]2[CH:26]=[CH:25][C:24]([F:27])=[CH:23][CH:22]=2)=[CH:9][CH2:10][CH2:11][N:12]2[CH2:17][CH2:16][C:15]([C:19]#[CH:20])([OH:18])[CH2:14][CH2:13]2)=[CH:4][CH:3]=1.[C:28]1([N:38]=[C:39]=[O:40])[C:37]2[C:32](=[CH:33][CH:34]=[CH:35][CH:36]=2)[CH:31]=[CH:30][CH:29]=1.C([O-])(=O)C.[K+]>>[F:1][C:2]1[CH:7]=[CH:6][C:5]([C:8]([C:21]2[CH:22]=[CH:23][C:24]([F:27])=[CH:25][CH:26]=2)=[CH:9][CH2:10][CH2:11][N:12]2[CH2:13][CH2:14][C:15]3([O:18][C:39](=[O:40])[N:38]([C:28]4[C:37]5[C:32](=[CH:33][CH:34]=[CH:35][CH:36]=5)[CH:31]=[CH:30][CH:29]=4)[C:19]3=[CH2:20])[CH2:16][CH2:17]2)=[CH:4][CH:3]=1 |f:2.3|. Procedure: A mixture containing 11.0 g of 1-[4,4-bis(4-fluorophenyl)-3-butenyl]-4-ethynyl-4-hydroxypiperidine, 6.0 g of 1-naphthyl isocyanate, 0.2 g of anhydrous potassium acetate and 36 ml of C-picoline is refluxed under nitrogen while stirring for 5 hours. After evaporating the solvent under reduced pressure, the residue is taken up in benzene, filtered through an aluminum oxide column and then evaporated under reduced pressure. The residue is recrystallized from methanol under clarifying by activated ca... Starting materials: CC(C)(C)OC(=O)N1CCC(c2n[nH]c(-c3nccs3)n2)CC1, CO, Cl, C1COCCO1. The product is Cl, c1csc(-c2nc(C3CCNCC3)n[nH]2)n1. As a reaction SMILES: [C:1]([O:2][C:3](=[O:4])[N:8]1[CH2:9][CH2:10][CH:11]([c:14]2[n:15][nH:16][c:17](-[c:19]3[s:20][cH:21][cH:22][n:23]3)[n:18]2)[CH2:12][CH2:13]1)([CH3:5])([CH3:6])[CH3:7].[CH3:25][OH:26].[ClH:24].[O:27]1[CH2:28][CH2:29][O:30][CH2:31][CH2:32]1>>[ClH:24].[NH:8]1[CH2:9][CH2:10][CH:11]([c:14]2[n:15][nH:16][c:17](-[c:19]3[s:20][cH:21][cH:22][n:23]3)[n:18]2)[CH2:12][CH2:13]1. Starting materials: Cl.N(C(=N)N)CCCCCC=CC(=O)N (8-guanidino-2-octenamide hydrochloride), Cl.Cl.NCCCNCCCCNC(C(O)O)=O (N-[4-(3-aminopropyl)aminobutyl]-2,2-dihydroxyethanamide dihydrochloride), C(CCCC(=O)O)(=O)O (glutaric acid). Run in O (water). Run at temperature 60 celsius. The product is Cl.Cl.Cl.NCCCNCCCCNC(C(O)NC(C=CCCCCCNC(=N)N)=O)=O (N-[4-(3-aminopropyl)aminobutyl]-2-(8-guanidino-2-octenamido)-2-hydroxyethanamide trihydrochloride). Isolated yield 87.9%. Reaction SMILES: [ClH:1].[NH:2]([CH2:6][CH2:7][CH2:8][CH2:9][CH2:10][CH:11]=[CH:12][C:13]([NH2:15])=[O:14])[C:3]([NH2:5])=[NH:4].Cl.Cl.[NH2:18][CH2:19][CH2:20][CH2:21][NH:22][CH2:23][CH2:24][CH2:25][CH2:26][NH:27][C:28](=[O:32])[CH:29](O)[OH:30].C(O)(=O)CCCC(O)=O>O>[ClH:1].[ClH:1].[ClH:1].[NH2:18][CH2:19][CH2:20][CH2:21][NH:22][CH2:23][CH2:24][CH2:25][CH2:26][NH:27][C:28](=[O:32])[CH:29]([NH:15][C:13](=[O:14])[CH:12]=[CH:11][CH2:10][CH2:9][CH2:8][CH2:7][CH2:6][NH:2][C:3]([NH2:5])=[NH:4])[OH:30] |f:0.1,2.3.4,7.8.9.10|. Procedure details: A mixture of 202.4 mg (0.86 mmole) of 8-guanidino-2-octenamide hydrochloride, 302.4 mg (1.04 mmoles) of N-[4-(3-aminopropyl)aminobutyl]-2,2-dihydroxyethanamide dihydrochloride, 113.9 mg (0.86 mmole) of glutaric acid and 0.2 ml of water was heated at 60° C. for 24 hours. After completion of the reaction, the reaction mixture was purified in a manner similar to that in Example 1 using CM-Sephadex® C-25 (Na-type) and Sephadex® LH-20 to obtain 128.3 mg (29.2% yield) of N-[4-(3-aminopropyl)aminobutyl... The reactants are ClC=1C=C(C=CC1OCC1=CC(=CC=C1)F)N (3-Chloro-4-(3-fluoro-benzyloxy)-phenylamine), ClC1=NC=NC2=CC=C(C=C12)I (4-chloro-6-iodo-quinazoline), CC(C)(C)O (t-BuOH). Solvent: ClCCCl (DCE). The product is Cl.ClC=1C=C(C=CC1OCC1=CC(=CC=C1)F)NC1=NC=NC2=CC=C(C=C12)I ([3-chloro-4-(3-fluoro-benzyloxy)-phenyl]-(6-iodo-quinazolin-4-yl)-amine hydrochloride salt). The yield is 116.7%. Reaction SMILES: [Cl:1][C:2]1[CH:3]=[C:4]([NH2:17])[CH:5]=[CH:6][C:7]=1[O:8][CH2:9][C:10]1[CH:15]=[CH:14][CH:13]=[C:12]([F:16])[CH:11]=1.Cl[C:19]1[C:28]2[C:23](=[CH:24][CH:25]=[C:26]([I:29])[CH:27]=2)[N:22]=[CH:21][N:20]=1.CC(O)(C)C>ClCCCl>[ClH:1].[Cl:1][C:2]1[CH:3]=[C:4]([NH:17][C:19]2[C:28]3[C:23](=[CH:24][CH:25]=[C:26]([I:29])[CH:27]=3)[N:22]=[CH:21][N:20]=2)[CH:5]=[CH:6][C:7]=1[O:8][CH2:9][C:10]1[CH:15]=[CH:14][CH:13]=[C:12]([F:16])[CH:11]=1 |f:4.5|. Procedure details: 3-Chloro-4-(3-fluoro-benzyloxy)-phenylamine (3.1 g, 12 mmol) and 4-chloro-6-iodo-quinazoline (3.28 g, 11.3 mmol) are dissolved in a 1:1 mixture of DCE:t-BuOH (56 ml). The reaction mixture is refluxed for 19 hours. The product is isolated by suction filtration through sintered glass, washed with excess DCM, and air dried to afford 3.8 g (7.0 mmol, 58%) of the clean desired material. Reactants: C(=O)(Cl)Cl (phosgene), O1CCCC1 (tetrahydrofuran), BrC=1C=CC(=C(C1)C(C#N)O[Si](C)(C)C)OC (2-(5-bromo-2-methoxyphenyl)-2-trimethylsiloxyethanenitrile). Reaction conditions: time 16 hour. Yields the product BrC=1C=CC(=C(C1)C1C(NC(O1)=O)=O)OC (5-(5-Bromo-2-methoxyphenyl)oxazolidine-2,4-dione). RXN SMILES: [Br:1][C:2]1[CH:3]=[CH:4][C:5]([O:16][CH3:17])=[C:6]([CH:8]([O:11][Si](C)(C)C)[C:9]#[N:10])[CH:7]=1.[C:18](Cl)(Cl)=[O:19].[O:22]1CCCC1>>[Br:1][C:2]1[CH:3]=[CH:4][C:5]([O:16][CH3:17])=[C:6]([CH:8]2[O:11][C:18](=[O:19])[NH:10][C:9]2=[O:22])[CH:7]=1. Reported procedure: By the procedure of Example 3, 2-(5-bromo-2-methoxyphenyl)-2-trimethylsiloxyethanenitrile (16 g., 0.049 mole) in 320 ml. of tetrahydrofuran was reacted with phosgene. After stirring 16 hours at room temperature, the reaction was quenched into 1 liter of crushed ice and extracted with two 500 ml. portions of ethyl acetate. The combined ethyl acetate extracts were back washed with two 200 ml. portions of brine, dried over anhydrous magnesium sulfate, filtered and evaporated to solids. The solids w... Yields the product CC=1NC(=C(C(C1C(=O)OC)C1=CC(=CC=C1)[N+](=O)[O-])C(=O)OCCCOC1=CC=C(C=C1)CCOC1OCCCC1)C (2,6-dimethyl-3-carbomethoxy-4-(3-nitrophenyl)-5-(3-[4-(2-tetrahydropyran-2-yloxyethyl)phenoxy]propoxycarbonyl)-1,4-dihydropyridine). RXN SMILES: [CH3:1][C:2]1[NH:3][C:4]([CH3:33])=[C:5]([C:21]([O:23][CH2:24][CH2:25][CH2:26]CCCCCBr)=[O:22])[CH:6]([C:12]2[CH:17]=[CH:16][CH:15]=[C:14]([N+:18]([O-:20])=[O:19])[CH:13]=2)[C:7]=1[C:8]([O:10][CH3:11])=[O:9].[CH3:34][O:35][C:36](=O)[CH2:37][C:38]1[CH:43]=[CH:42][C:41](SCC2C=CC=CC=2)=[CH:40][CH:39]=1.[N+]([C:56]1[CH:57]=[C:58](C=CC=1)[CH:59]=[O:60])([O-])=O.C([OH:66])C>>[CH3:1][C:2]1[NH:3][C:4]([CH3:33])=[C:5]([C:21]([O:23][CH2:24][CH2:25][CH2:26][O:66][C:41]2[CH:40]=[CH:39][C:38]([CH2:37][CH2:36][O:35][CH:34]3[CH2:56][CH2:57][CH2:58][CH2:59][O:60]3)=[CH:43][CH:42]=2)=[O:22])[CH:6]([C:12]2[CH:17]=[CH:16][CH:15]=[C:14]([N+:18]([O-:20])=[O:19])[CH:13]=2)[C:7]=1[C:8]([O:10][CH3:11])=[O:9]. Reactants: CC=1NC(=C(C(C1C(=O)OC)C1=CC(=CC=C1)[N+](=O)[O-])C(=O)OCCCCCCCCBr)C (2,6-dimethyl-3-carbomethoxy-4-(3-nitrophenyl)-5-(8-bromooctyloxycarbonyl)-1,4-dihydropyridine), COC(CC1=CC=C(C=C1)SCC1=CC=CC=C1)=O (methyl(4-benzylthiophenyl)acetate), [N+](=O)([O-])C=1C=C(C=O)C=CC1 (3-nitrobenzaldehyde), C(C)O (ethanol). Reported procedure: A mixture of 3-(4-[2-(tetrahydropyran-2-yloxy)ethyl]phenoxy)propyl acetoacetate (2, 5 g), methyl 3-aminocrotonate (3, 2.3 g), 3-nitrobenzaldehyde (4, 2.9 g) and ethanol (70 mL) is heated at reflux for about 12 hours. The solvent is removed under reduced pressure and the residue purified using silica gel chromatography (90/10CH2Cl2 /acetone) to yield 2,6-dimethyl-3-carbomethoxy-4-(3-nitrophenyl)-5-[3-(4-[2-(tetrahydropyran-2-yloxy)ethyl]phenoxy)propoxycarbonyl]-1,4-dihydropyridine (1, mp<55° C.).